Dataset: the Open Reaction Database (ORD), a public repository of structured organic reaction records. Task: describe an organic reaction: reactants, conditions, products, and yield Reactants: CC(C)(C)[Si](C)(C)OCCn1ccc(N)n1, ClCCl, CS(=O)(=O)c1ccc(C(CC2CCC(=O)C2)C(=O)Cl)cc1Cl, Cc1cccc(C)n1. The product is CC(C)(C)[Si](C)(C)OCCn1ccc(NC(=O)C(CC2CCC(=O)C2)c2ccc(S(C)(=O)=O)c(Cl)c2)n1. As a reaction SMILES: [C:1]([CH3:2])([CH3:3])([CH3:4])[Si:5]([O:6][CH2:7][CH2:8][n:9]1[n:10][c:11]([NH2:14])[cH:12][cH:13]1)([CH3:15])[CH3:16].[CH2:47]([Cl:48])[Cl:49].[Cl:25][c:26]1[cH:27][c:28]([CH:36]([C:37](=[O:38])[Cl:39])[CH2:40][CH:41]2[CH2:42][C:43](=[O:46])[CH2:44][CH2:45]2)[cH:29][cH:30][c:31]1[S:32](=[O:33])(=[O:34])[CH3:35].[n:17]1[c:18]([CH3:19])[cH:20][cH:21][cH:22][c:23]1[CH3:24]>>[C:1]([CH3:2])([CH3:3])([CH3:4])[Si:5]([O:6][CH2:7][CH2:8][n:9]1[n:10][c:11]([NH:14][C:37]([CH:36]([c:28]2[cH:27][c:26]([Cl:25])[c:31]([S:32](=[O:33])(=[O:34])[CH3:35])[cH:30][cH:29]2)[CH2:40][CH:41]2[CH2:42][C:43](=[O:46])[CH2:44][CH2:45]2)=[O:38])[cH:12][cH:13]1)([CH3:15])[CH3:16].